Dataset: the Open Reaction Database (ORD), a public repository of structured organic reaction records. Task: describe an organic reaction: reactants, conditions, products, and yield Starting materials: Br, O=C([O-])[O-], CC(=O)O, [K+], [K+], COc1cccc(C2CCCN(CCCc3ccccc3)C2)c1. The product is Br, Oc1cccc(C2CCCN(CCCc3ccccc3)C2)c1. RXN SMILES: [BrH:24].[C:25](=[O:26])([O-:27])[O-:28].[CH3:31][C:32](=[O:33])[OH:34].[K+:29].[K+:30].[c:1]1([CH2:7][CH2:8][CH2:9][N:10]2[CH2:11][CH:12]([c:16]3[cH:17][c:18]([O:22][CH3:23])[cH:19][cH:20][cH:21]3)[CH2:13][CH2:14][CH2:15]2)[cH:2][cH:3][cH:4][cH:5][cH:6]1>>[BrH:24].[c:1]1([CH2:7][CH2:8][CH2:9][N:10]2[CH2:11][CH:12]([c:16]3[cH:17][c:18]([OH:22])[cH:19][cH:20][cH:21]3)[CH2:13][CH2:14][CH2:15]2)[cH:2][cH:3][cH:4][cH:5][cH:6]1. RXN SMILES: [P:1]([CH2:5][NH:6][CH:7]([CH2:18][C:19]1[CH:24]=[CH:23][C:22]([C:25]2[CH:30]=[CH:29][CH:28]=[CH:27][CH:26]=2)=[CH:21][CH:20]=1)[C:8]([NH:10][CH2:11][CH2:12][C:13]([O:15][CH2:16][CH3:17])=[O:14])=[O:9])([OH:4])([OH:3])=[O:2].C[Si]([N-][Si](C)(C)C)(C)C.[K+].[C:41]([O:47][CH2:48]I)(=[O:46])[C:42]([CH3:45])([CH3:44])[CH3:43].[C:50]([O:53][CH2:54]C)(=[O:52])C.[C:56]1([CH3:62])[CH:61]=CC=C[CH:57]=1>>[C:41]([O:47][CH2:48][C:5]([CH2:54][O:53][C:50](=[O:52])[C:56]([CH3:57])([CH3:61])[CH3:62])([NH:6][CH:7]([CH2:18][C:19]1[CH:24]=[CH:23][C:22]([C:25]2[CH:26]=[CH:27][CH:28]=[CH:29][CH:30]=2)=[CH:21][CH:20]=1)[C:8]([NH:10][CH2:11][CH2:12][C:13]([O:15][CH2:16][CH3:17])=[O:14])=[O:9])[P:1]([OH:4])([OH:3])=[O:2])(=[O:46])[C:42]([CH3:45])([CH3:44])[CH3:43] |f:1.2|. Starting materials: C(C)(=O)OCC (Ethyl acetate), P(=O)(O)(O)CNC(C(=O)NCCC(=O)OCC)CC1=CC=C(C=C1)C1=CC=CC=C1 (ethyl N-[2-(phosphonomethylamino)-3-(4-biphenylyl)-propionyl]-3-aminopropionate), C1(=CC=CC=C1)C (toluene), C(C(C)(C)C)(=O)OCI (iodomethyl pivalate), C[Si](C)(C)[N-][Si](C)(C)C.[K+] (potassium bis-trimethylsilylamide). Procedure: A solution of ethyl N-[2-(phosphonomethylamino)-3-(4-biphenylyl)-propionyl]-3-aminopropionate (0.3 g, 0.69 mmol), 18 crown-6 (0.36 g, 1.38 mmol) in toluene (12 mL) is cooled to 0° and is treated with potassium bis-trimethylsilylamide (2.22 mL, 1.45 mmol). After 7 minutes the clear solution is treated with iodomethyl pivalate (0.25 mL, 1.56 mmol) and stirred for 18 hours. Ethyl acetate is added, the mixture is washed with water, dried (Na2SO4), concentrated and the residue is chromatographed on s... The product is C(C(C)(C)C)(=O)OCC(P(=O)(O)O)(NC(C(=O)NCCC(=O)OCC)CC1=CC=C(C=C1)C1=CC=CC=C1)COC(C(C)(C)C)=O (ethyl N-{2-[di-(pivaloyloxymethyl)-phosphonomethylamino]-3-(4-biphenylyl)propionyl}-3-aminopropionate). Run at time 18 hour. Reactants: CCOC(=O)c1cc(C2CC2)c2c(C)c(N3CCC(CC)C(NC(=O)OC(C)(C)C)C3)c(F)cn2c1=O, CCO, [Na+], [OH-]. The product is CCC1CCN(c2c(F)cn3c(=O)c(C(=O)O)cc(C4CC4)c3c2C)CC1NC(=O)OC(C)(C)C. RXN SMILES: [C:1]([CH3:2])([CH3:3])([CH3:4])[O:5][C:6](=[O:7])[NH:8][CH:9]1[CH2:10][N:11]([c:17]2[c:18]([F:37])[cH:19][n:20]3[c:21](=[O:36])[c:22]([C:31](=[O:32])[O:33][CH2:34][CH3:35])[cH:23][c:24]([CH:28]4[CH2:29][CH2:30]4)[c:25]3[c:26]2[CH3:27])[CH2:12][CH2:13][CH:14]1[CH2:15][CH3:16].[CH3:40][CH2:41][OH:42].[Na+:39].[OH-:38]>>[C:1]([CH3:2])([CH3:3])([CH3:4])[O:5][C:6](=[O:7])[NH:8][CH:9]1[CH2:10][N:11]([c:17]2[c:18]([F:37])[cH:19][n:20]3[c:21](=[O:36])[c:22]([C:31](=[O:32])[OH:33])[cH:23][c:24]([CH:28]4[CH2:29][CH2:30]4)[c:25]3[c:26]2[CH3:27])[CH2:12][CH2:13][CH:14]1[CH2:15][CH3:16]. Starting materials: O=C([O-])[O-], CN(C)C=O, CCC(C)Oc1ccc(O)cc1, ClCc1nc(C2CC2)no1, [K+], [K+], O. The product is CCC(C)Oc1ccc(OCc2nc(C3CC3)no2)cc1. Reaction SMILES: [C:13](=[O:14])([O-:15])[O-:16].[CH3:30][N:31]([CH3:32])[CH:33]=[O:34].[CH:1]([CH3:2])([CH2:3][CH3:4])[O:5][c:6]1[cH:7][cH:8][c:9]([OH:12])[cH:10][cH:11]1.[Cl:19][CH2:20][c:21]1[n:22][c:23]([CH:26]2[CH2:27][CH2:28]2)[n:24][o:25]1.[K+:17].[K+:18].[OH2:29]>>[CH:1]([CH3:2])([CH2:3][CH3:4])[O:5][c:6]1[cH:7][cH:8][c:9]([O:12][CH2:20][c:21]2[n:22][c:23]([CH:26]3[CH2:27][CH2:28]3)[n:24][o:25]2)[cH:10][cH:11]1. Procedure: 4-[3-(3-Chloro-phenyl)-7-methoxy-2,4-dioxo-3,4-dihydro-2H-pyrimido[5,4-c]quinolin-1-yl]-piperidine-1-carboxylic acid isopropyl ester (47 mg) was prepared according to general procedure H from 3-(3-chloro-phenyl)-7-methoxy-1-piperidin-4-yl-1H-pyrimido[5,4-c]quinoline-2,4-dione.dihydrochloride (50 mg, 0.105 mmol) and isopropyl chloroformate. LCMS: m/z 523 [M+1]+. As a reaction SMILES: Cl.Cl.[Cl:3][C:4]1[CH:5]=[C:6]([N:10]2[C:25](=[O:26])[C:14]3[CH:15]=[N:16][C:17]4[C:18]([O:23][CH3:24])=[CH:19][CH:20]=[CH:21][C:22]=4[C:13]=3[N:12]([CH:27]3[CH2:32][CH2:31][NH:30][CH2:29][CH2:28]3)[C:11]2=[O:33])[CH:7]=[CH:8][CH:9]=1.Cl[C:35]([O:37][CH:38]([CH3:40])[CH3:39])=[O:36]>>[CH:38]([O:37][C:35]([N:30]1[CH2:31][CH2:32][CH:27]([N:12]2[C:13]3[C:22]4[CH:21]=[CH:20][CH:19]=[C:18]([O:23][CH3:24])[C:17]=4[N:16]=[CH:15][C:14]=3[C:25](=[O:26])[N:10]([C:6]3[CH:7]=[CH:8][CH:9]=[C:4]([Cl:3])[CH:5]=3)[C:11]2=[O:33])[CH2:28][CH2:29]1)=[O:36])([CH3:40])[CH3:39] |f:0.1.2|. Reactants: Cl.Cl.ClC=1C=C(C=CC1)N1C(N(C2=C(C=NC=3C(=CC=CC23)OC)C1=O)C1CCNCC1)=O (3-(3-chloro-phenyl)-7-methoxy-1-piperidin-4-yl-1H-pyrimido[5,4-c]quinoline-2,4-dione.dihydrochloride), ClC(=O)OC(C)C (isopropyl chloroformate). Yields the product C(C)(C)OC(=O)N1CCC(CC1)N1C(N(C(C=2C=NC=3C(=CC=CC3C21)OC)=O)C2=CC(=CC=C2)Cl)=O (4-[3-(3-Chloro-phenyl)-7-methoxy-2,4-dioxo-3,4-dihydro-2H-pyrimido[5,4-c]quinolin-1-yl]-piperidine-1-carboxylic acid isopropyl ester). Yields the product C(C1=CC=CC=C1)NC(=O)C=1NC(=C2C=C(C=CC12)Cl)C1=CC=CC=C1 (5-chloro-3-phenylisoindole-1-carboxylic acid benzylamide). Reaction SMILES: [CH2:1]([N:8]1[C:14]2[CH:15]=[CH:16][C:17]([Cl:19])=[CH:18][C:13]=2[C:12]([C:20]2[CH:25]=[CH:24][CH:23]=[CH:22][CH:21]=2)=[N:11][CH2:10][C:9]1=[O:26])[C:2]1[CH:7]=[CH:6][CH:5]=[CH:4][CH:3]=1.CN(C)C=O.[H-].[Na+]>O>[CH2:1]([NH:8][C:9]([C:10]1[NH:11][C:12]([C:20]2[CH:25]=[CH:24][CH:23]=[CH:22][CH:21]=2)=[C:13]2[C:14]=1[CH:15]=[CH:16][C:17]([Cl:19])=[CH:18]2)=[O:26])[C:2]1[CH:7]=[CH:6][CH:5]=[CH:4][CH:3]=1 |f:2.3|. Starting materials: C(C1=CC=CC=C1)N1C(CN=C(C2=C1C=CC(=C2)Cl)C2=CC=CC=C2)=O (1-benzyl-7-chloro-1,3-dihydro-5-phenyl-2H-1,4-benzodiazepin-2-one), ice water, CN(C=O)C (dimethylformamide), [H-].[Na+] (sodium hydride). Procedure details: A solution of 36.1 g. of 1-benzyl-7-chloro-1,3-dihydro-5-phenyl-2H-1,4-benzodiazepin-2-one in 300 ml. of dimethylformamide is treated under an atmosphere of argon at room temperature with 0.11 mol. of sodium hydride (4.8 g of a 55% dispersion in mineral oil). The mixture is first heated to 60° C. over a period of about 30 minutes, and then stirred for 1 hour at this temperature for an additional 1 hour at 70° C. After cooling, 10 ml. of water are added dropwise and the mixture is poured into 3 l... Run at temperature 60 celsius, time 1 hour. The solvent is O (water).